From a dataset of the Open Reaction Database (ORD), a public repository of structured organic reaction records. describe an organic reaction: reactants, conditions, products, and yield Starting materials: Brc1ccccc1, CCOC(=O)c1c(O)c(F)c(C)n(C)c1=O, Nc1ccc(Cl)nn1. Yields the product Cc1c(F)c(O)c(C(=O)Nc2ccc(Cl)nn2)c(=O)n1C. As a reaction SMILES: [Br:25][c:26]1[cH:27][cH:28][cH:29][cH:30][cH:31]1.[F:1][c:2]1[c:3]([OH:16])[c:4]([C:11]([O:13][CH2:12][CH3:14])=[O:15])[c:5](=[O:10])[n:6]([CH3:9])[c:7]1[CH3:8].[NH2:17][c:18]1[n:19][n:20][c:21]([Cl:24])[cH:22][cH:23]1>>[F:1][c:2]1[c:3]([OH:16])[c:4]([C:11](=[O:13])[NH:17][c:18]2[n:19][n:20][c:21]([Cl:24])[cH:22][cH:23]2)[c:5](=[O:10])[n:6]([CH3:9])[c:7]1[CH3:8].